Dataset: the Open Reaction Database (ORD), a public repository of structured organic reaction records. Task: describe an organic reaction: reactants, conditions, products, and yield Reactants: ClC(C(OC(C)(C)C1=CC=C(C=C1)C(F)(F)F)=N)(Cl)Cl (2-(4-(trifluoromethyl)phenyl)propan-2-yl 2,2,2-trichloroacetimidate), C1=CC=CC=2C3=CC=CC=C3C(C12)COC(=O)N[C@H](C(=O)O)CO ((S)-2-((((9H-Fluoren-9-yl)methoxy)carbonyl)amino)-3-hydroxypropanoic acid). Run in C1CCOC1 (THF), C1CCOC1 (THF). Conditions: time 3 hour. Product: C1=CC=CC=2C3=CC=CC=C3C(C12)COC(=O)N[C@H](C(=O)OC(C)(C)C1=CC=C(C=C1)C(F)(F)F)CO ((S)-2-(4-(trifluoromethyl)phenyl)propan-2-yl 2-((((9H-fluoren-9-yl)methoxy)carbonyl)amino)-3-hydroxypropanoate). Yield: 38.3%. RXN SMILES: [CH:1]1[C:13]2[CH:12]([CH2:14][O:15][C:16]([NH:18][C@@H:19]([CH2:23][OH:24])[C:20]([OH:22])=[O:21])=[O:17])[C:11]3[C:6](=[CH:7][CH:8]=[CH:9][CH:10]=3)[C:5]=2[CH:4]=[CH:3][CH:2]=1.ClC(Cl)(Cl)C(=N)O[C:29]([C:32]1[CH:37]=[CH:36][C:35]([C:38]([F:41])([F:40])[F:39])=[CH:34][CH:33]=1)([CH3:31])[CH3:30]>C1COCC1>[CH:10]1[C:11]2[CH:12]([CH2:14][O:15][C:16]([NH:18][C@@H:19]([CH2:23][OH:24])[C:20]([O:22][C:29]([C:32]3[CH:37]=[CH:36][C:35]([C:38]([F:39])([F:40])[F:41])=[CH:34][CH:33]=3)([CH3:31])[CH3:30])=[O:21])=[O:17])[C:13]3[C:5](=[CH:4][CH:3]=[CH:2][CH:1]=3)[C:6]=2[CH:7]=[CH:8][CH:9]=1. Procedure details: (S)-2-((((9H-Fluoren-9-yl)methoxy)carbonyl)amino)-3-hydroxypropanoic acid (Compound SP827, Fmoc-Ser-OH) (96.0 g, 292 mmol) was azeotropically distilled with THF (100 ml) eight times. This was dissolved in dehydrated THF (200 ml) under a nitrogen atmosphere, 2-(4-(trifluoromethyl)phenyl)propan-2-yl 2,2,2-trichloroacetimidate (Compound SP853) (67.9 g, 195 mmol) was added and the mixture was stirred at room temperature for 3 hours. The reaction mixture was directly purified by amino silica gel colu... The reactants are Cl.O[C@H](C(=O)N[C@@H](CC(=O)O)C1=CC=CC=C1)[C@@H]([C@@H]([C@H](CO)NC([C@@H](N)CC(C)C)=O)O)O ((S)-3-[(2S,3R,4R,5S)-2,3,4,6-tetrahydroxy-5-(L-leucyl)aminohexanoyl]amino-3-phenylpropionic acid hydrochloride), C1(=CC=CC=C1)C(=[N+]=[N-])C1=CC=CC=C1 (diphenyldiazomethane), C(O)([O-])=O.[Na+] (sodium hydrogencarbonate), ClC(=O)OCC1=CC=CC=C1 (benzyl chloroformate). Solvent: CO (methanol), CO (methanol), O (water). Reaction conditions: time 15 hour. Yields the product C(C1=CC=CC=C1)OC(=O)N[C@@H](CC(C)C)C(=O)N[C@H]([C@H]([C@H]([C@@H](C(=O)N[C@@H](CC(=O)OC(C1=CC=CC=C1)C1=CC=CC=C1)C1=CC=CC=C1)O)O)O)CO (diphenylmethyl (S)-3-[(2S,3R,4R,5S)-5-(N-benzyloxycarbonyl-L-leucyl)amino-2,3,4,6-tetrahydroxyhexanoyl]amino-3-phenylpropionate). RXN SMILES: Cl.[OH:2][C@@H:3]([C@H:18]([OH:33])[C@H:19]([OH:32])[C@@H:20]([NH:23][C:24](=[O:31])[C@H:25]([CH2:27][CH:28]([CH3:30])[CH3:29])[NH2:26])[CH2:21][OH:22])[C:4]([NH:6][C@H:7]([C:12]1[CH:17]=[CH:16][CH:15]=[CH:14][CH:13]=1)[CH2:8][C:9]([OH:11])=[O:10])=[O:5].[C:34]1([C:40]([C:43]2[CH:48]=[CH:47][CH:46]=[CH:45][CH:44]=2)=[N+]=[N-])[CH:39]=[CH:38][CH:37]=[CH:36][CH:35]=1.C(=O)([O-])O.[Na+].Cl[C:55]([O:57][CH2:58][C:59]1[CH:64]=[CH:63][CH:62]=[CH:61][CH:60]=1)=[O:56]>CO.O>[CH2:58]([O:57][C:55]([NH:26][C@H:25]([C:24]([NH:23][C@@H:20]([CH2:21][OH:22])[C@@H:19]([OH:32])[C@@H:18]([OH:33])[C@H:3]([OH:2])[C:4]([NH:6][C@H:7]([C:12]1[CH:17]=[CH:16][CH:15]=[CH:14][CH:13]=1)[CH2:8][C:9]([O:11][CH:40]([C:43]1[CH:48]=[CH:47][CH:46]=[CH:45][CH:44]=1)[C:34]1[CH:39]=[CH:38][CH:37]=[CH:36][CH:35]=1)=[O:10])=[O:5])=[O:31])[CH2:27][CH:28]([CH3:29])[CH3:30])=[O:56])[C:59]1[CH:64]=[CH:63][CH:62]=[CH:61][CH:60]=1 |f:0.1,3.4|. Procedure: To a solution of (S)-3-[(2S,3R,4R,5S)-2,3,4,6-tetrahydroxy-5-(L-leucyl)aminohexanoyl]amino-3-phenylpropionic acid hydrochloride (4.35 g) in methanol (100 ml) was added a solution of diphenyldiazomethane (3.40 g) in methanol (100 ml) under ice-cooling and the mixture was stirred at room temperature for 15 hours. Removal of the organic solvent gave a residue, which was suspended in water (200 ml). To the suspension were added sodium hydrogencarbonate (2.20 g) and benzyl chloroformate (18 ml) and t... The reactants are CC(C)(C)OC(=O)N1CCC(CCN2CCc3sccc3C2)CC1, CC(C)=O, [K+], O=[Mn](=O)(=O)[O-]. Yields the product CC(C)(C)OC(=O)N1CCC(CCN2CCc3sccc3C2=O)CC1. As a reaction SMILES: [C:1](=[O:2])([O:3][C:4]([CH3:5])([CH3:6])[CH3:7])[N:8]1[CH2:9][CH2:10][CH:11]([CH2:14][CH2:15][N:16]2[CH2:17][c:18]3[c:19]([s:22][cH:23][cH:24]3)[CH2:20][CH2:21]2)[CH2:12][CH2:13]1.[CH3:31][C:32](=[O:33])[CH3:34].[K+:30].[Mn:25](=[O:26])([O-:27])(=[O:28])=[O:29]>>[C:1](=[O:2])([O:3][C:4]([CH3:5])([CH3:6])[CH3:7])[N:8]1[CH2:9][CH2:10][CH:11]([CH2:14][CH2:15][N:16]2[C:17](=[O:26])[c:18]3[c:19]([s:22][cH:23][cH:24]3)[CH2:20][CH2:21]2)[CH2:12][CH2:13]1. The reactants are COC(=O)C=1C(=NOC1C)C1=CC(=CC=C1)F (methyl-3-(3-fluorophenyl)-5-methylisoxazol-4-carboxylate), [OH-].[Na+] (sodium hydroxide). Solvent: CO (methanol). Yields the product FC=1C=C(C=CC1)C1=NOC(=C1C(=O)O)C (3-(3-fluorophenyl)-5-methylisoxazol-4-carboxylic acid). The yield is 97.7%. As a reaction SMILES: C[O:2][C:3]([C:5]1[C:6]([C:11]2[CH:16]=[CH:15][CH:14]=[C:13]([F:17])[CH:12]=2)=[N:7][O:8][C:9]=1[CH3:10])=[O:4].[OH-].[Na+]>CO>[F:17][C:13]1[CH:12]=[C:11]([C:6]2[C:5]([C:3]([OH:4])=[O:2])=[C:9]([CH3:10])[O:8][N:7]=2)[CH:16]=[CH:15][CH:14]=1 |f:1.2|. Procedure: In a similar manner as described in Preparation Example 25, by using methanol (60 mL), methyl-3-(3-fluorophenyl)-5-methylisoxazol-4-carboxylate (6.0 g, 25.51 mmol) and 3% sodium hydroxide aqueous solution (60 mL), a white solid required compound (5.51 g, 24.92 mmol, 98%) was obtained. Starting materials: O(C1=CC=CC=C1)CC(=O)OC (Methyl phenoxyacetate), BrN1C(CCC1=O)=O (N-bromosuccinimide), C(C1=CC=CC=C1)(=O)OOC(C1=CC=CC=C1)=O (benzoyl peroxide). Product: BrC(C(=O)OC)OC1=CC=CC=C1 (Methyl 2-Bromo-2-phenoxyacetate). Run at time 4 hour. Reported procedure: Methyl phenoxyacetate (5.0 g, 30 mmol), N-bromosuccinimide (5.4 g, 30 mmol), a few crystals (0.2 to 0.5 g) of benzoyl peroxide, and 50 mL of carbon tetrachloride were placed in a 100 mL flask and heated at reflux with stirring for about 4 hr. The mixture was then allowed to cool, was filtered, and was concentrated by evaporation under reduced pressure to obtain 6.6 g (90 percent of theory) of the title compound as a red oil. The solvent is C(Cl)(Cl)(Cl)Cl (carbon tetrachloride). As a reaction SMILES: [O:1]([CH2:8][C:9]([O:11][CH3:12])=[O:10])[C:2]1[CH:7]=[CH:6][CH:5]=[CH:4][CH:3]=1.[Br:13]N1C(=O)CCC1=O.C(OOC(=O)C1C=CC=CC=1)(=O)C1C=CC=CC=1>C(Cl)(Cl)(Cl)Cl>[Br:13][CH:8]([O:1][C:2]1[CH:7]=[CH:6][CH:5]=[CH:4][CH:3]=1)[C:9]([O:11][CH3:12])=[O:10]. As a reaction SMILES: Cl([O-])(=O)(=O)=O.C([NH:9][C:10]1[O:11][CH2+:12]([CH3:25])[C:13]2[CH:19]=[C:18]([O:20][CH2:21][CH3:22])[C:17]([O:23][CH3:24])=[CH:16][C:14]=2[CH:15]=1)(=O)C.[OH-].[NH4+]>O>[CH2:21]([O:20][C:18]1[CH:19]=[C:13]2[C:14]([CH:15]=[C:10]([OH:11])[N:9]=[C:12]2[CH3:25])=[CH:16][C:17]=1[O:23][CH3:24])[CH3:22] |f:0.1,2.3|. Run at time 30 minute. The yield is 98.6%. Reported procedure: To an ice-cooled slurry of 36.37 grams of 3-acetamido-7-ethoxy-6-methoxy-1-methyl-2-benzopyrylium perchlorate (0.1 mol) in water (400 ml) was slowly added 80 ml of concentrated ammonium hydroxide over a 10 minute period. The mixture was stirred for additional 30 minutes. The light yellow precipitate that formed was filtered, washed with water and dried to provide 23 grams of the crude title 3-isoquinolinol (100%). Recrystallization from methanol/chloroform mixture (2000 ml:700 ml) provided 18.7 ... Product: C(C)OC1=C(C=C2C=C(N=C(C2=C1)C)O)OC (7-Ethoxy-3-hydroxy-6-methoxy-1-methylisoquinoline). The solvent is O (water). The reactants are ice, Cl(=O)(=O)(=O)[O-].C(C)(=O)NC=1O[CH2+](C2=C(C1)C=C(C(=C2)OCC)OC)C (3-acetamido-7-ethoxy-6-methoxy-1-methyl-2-benzopyrylium perchlorate), [OH-].[NH4+] (ammonium hydroxide).